Dataset: the Open Reaction Database (ORD), a public repository of structured organic reaction records. Task: describe an organic reaction: reactants, conditions, products, and yield Starting materials: N1=C(C=C(C=C1)B(O)O)C (2-picoline-4-boronic acid), C(#N)C1(CC1)NC(=O)[C@@H]1[C@H](C[C@H](C1)S(=O)(=O)C1=C(C=C(C=C1)Br)C(F)(F)F)OC1CCS(CC1)(=O)=O ((1S,2S,4S)-4-(4-Bromo-2-trifluoromethyl-benzenesulfonyl)-2-[(tetrahydro-1,1-dioxo-2H-thiopyran-4-yl)oxy]-cyclopentanecarboxylic acid (1-cyano-cyclopropyl)-amide), C(#N)C1(CC1)NC(=O)[C@@H]1[C@H](C[C@H](C1)S(=O)(=O)C1=C(C=C(C=C1)Br)C(F)(F)F)OC ((1S,2S,4S)-4-(4-bromo-2-trifluoromethyl-benzenesulfonyl)-2-methoxy-cyclopentanecarboxylic acid (1-cyano-cyclopropyl)-amide). The product is C(#N)C1(CC1)NC(=O)[C@@H]1[C@H](C[C@H](C1)S(=O)(=O)C1=C(C=C(C=C1)C1=CC(=NC=C1)C)C(F)(F)F)OC1CCS(CC1)(=O)=O ((1S,2S,4S)-2-[(tetrahydro-1,1-dioxo-2H-thiopyran-4-yl)oxy]-4-[4-(2-methyl-pyridin-4-yl)-2-trifluoromethyl-benzenesulfonyl]-cyclopentanecarboxylic acid (1-cyano-cyclopropyl)-amide). As a reaction SMILES: [N:1]1[CH:6]=[CH:5][C:4](B(O)O)=[CH:3][C:2]=1[CH3:10].[C:11]([C:13]1([NH:16][C:17]([C@H:19]2[CH2:23][C@H:22]([S:24]([C:27]3[CH:32]=[CH:31][C:30](Br)=[CH:29][C:28]=3[C:34]([F:37])([F:36])[F:35])(=[O:26])=[O:25])[CH2:21][C@@H:20]2[O:38][CH:39]2[CH2:44][CH2:43][S:42](=[O:46])(=[O:45])[CH2:41][CH2:40]2)=[O:18])[CH2:15][CH2:14]1)#[N:12].C(C1(NC([C@H]2C[C@H](S(C3C=CC(Br)=CC=3C(F)(F)F)(=O)=O)C[C@@H]2OC)=O)CC1)#N>>[C:11]([C:13]1([NH:16][C:17]([C@H:19]2[CH2:23][C@H:22]([S:24]([C:27]3[CH:32]=[CH:31][C:30]([C:4]4[CH:5]=[CH:6][N:1]=[C:2]([CH3:10])[CH:3]=4)=[CH:29][C:28]=3[C:34]([F:37])([F:35])[F:36])(=[O:25])=[O:26])[CH2:21][C@@H:20]2[O:38][CH:39]2[CH2:40][CH2:41][S:42](=[O:46])(=[O:45])[CH2:43][CH2:44]2)=[O:18])[CH2:14][CH2:15]1)#[N:12]. Reported procedure: The title compound was prepared in analogy to example 62 using 2-picoline-4-boronic acid instead of 2,4-difluorophenylboronic acid and (1R,2R,4R) and (1S,2S,4S)-4-(4-bromo-2-trifluoromethyl-benzenesulfonyl)-2-[(tetrahydro-1,1-dioxo-2H-thiopyran-4-yl)oxy]-cyclopentanecarboxylic acid (1-cyano-cyclopropyl)-amide (example 181) instead of (1R,2R,4R) and (1S,2S,4S)-4-(4-bromo-2-trifluoromethyl-benzenesulfonyl)-2-methoxy-cyclopentanecarboxylic acid (1-cyano-cyclopropyl)-amide. White solid. MS (EI): 624...